Dataset: the Open Reaction Database (ORD), a public repository of structured organic reaction records. Task: describe an organic reaction: reactants, conditions, products, and yield The reactants are C=CCC1(c2ccccc2)CCN(C(C)c2ccc(Br)cc2)C(=O)O1, Cl[Cu], CN(C)C=O, O, Cl[Pd]Cl. The product is CC(=O)CC1(c2ccccc2)CCN(C(C)c2ccc(Br)cc2)C(=O)O1. Reaction SMILES: [CH2:1]([CH:2]=[CH2:3])[C:4]1([c:20]2[cH:21][cH:22][cH:23][cH:24][cH:25]2)[CH2:5][CH2:6][N:7]([CH:11]([CH3:12])[c:13]2[cH:14][cH:15][c:16]([Br:19])[cH:17][cH:18]2)[C:8](=[O:10])[O:9]1.[Cu:32][Cl:33].[O:27]=[CH:28][N:29]([CH3:30])[CH3:31].[OH2:26].[Pd:34]([Cl:35])[Cl:36]>>[CH2:1]([C:2]([CH3:3])=[O:26])[C:4]1([c:20]2[cH:21][cH:22][cH:23][cH:24][cH:25]2)[CH2:5][CH2:6][N:7]([CH:11]([CH3:12])[c:13]2[cH:14][cH:15][c:16]([Br:19])[cH:17][cH:18]2)[C:8](=[O:10])[O:9]1. Starting materials: COc1ccc(C2=NN(C3CCNCC3)C(=O)C2(C)C)cc1OC, O=S(=O)(Cl)c1cccc(Cl)c1Cl. Yields the product COc1ccc(C2=NN(C3CCN(S(=O)(=O)c4cccc(Cl)c4Cl)CC3)C(=O)C2(C)C)cc1OC. RXN SMILES: [CH3:1][O:2][c:3]1[cH:4][c:5]([C:11]2=[N:15][N:14]([CH:16]3[CH2:17][CH2:18][NH:19][CH2:20][CH2:21]3)[C:13](=[O:22])[C:12]2([CH3:23])[CH3:24])[cH:6][cH:7][c:8]1[O:9][CH3:10].[Cl:25][c:26]1[c:27]([S:33](=[O:34])(=[O:35])[Cl:36])[cH:28][cH:29][cH:30][c:31]1[Cl:32]>>[CH3:1][O:2][c:3]1[cH:4][c:5]([C:11]2=[N:15][N:14]([CH:16]3[CH2:17][CH2:18][N:19]([S:33]([c:27]4[c:26]([Cl:25])[c:31]([Cl:32])[cH:30][cH:29][cH:28]4)(=[O:34])=[O:35])[CH2:20][CH2:21]3)[C:13](=[O:22])[C:12]2([CH3:23])[CH3:24])[cH:6][cH:7][c:8]1[O:9][CH3:10]. Reactants: [OH-].[Na+] (sodium hydroxide), COC(=O)C1=CC2=C(N(C=N2)CCCCN2CCN(CC2)C2=CC3=C(OCCO3)C=C2)C=C1 (6-[4-(4-(5-methoxycarbonylbenzimidazol-1-yl)butyl)piperazino]-1,4-benzodioxane), N#N (N2), [H-].[Al+3].[Li+].[H-].[H-].[H-] (lithium aluminium hydride). Solvent: C1CCOC1 (THF), C1CCOC1 (THF). Conditions: time 1 hour. Product: OCC1=CC2=C(N(C=N2)CCCCN2CCN(CC2)C2=CC3=C(OCCO3)C=C2)C=C1 (6-[4-(4-(5-hydroxymethylbenzimidazol-1-yl)butyl)piperazino]-1,4-benzodioxane). As a reaction SMILES: C[O:2][C:3]([C:5]1[CH:33]=[CH:32][C:8]2[N:9]([CH2:12][CH2:13][CH2:14][CH2:15][N:16]3[CH2:21][CH2:20][N:19]([C:22]4[CH:31]=[CH:30][C:25]5[O:26][CH2:27][CH2:28][O:29][C:24]=5[CH:23]=4)[CH2:18][CH2:17]3)[CH:10]=[N:11][C:7]=2[CH:6]=1)=O.N#N.[H-].[Al+3].[Li+].[H-].[H-].[H-].[OH-].[Na+]>C1COCC1>[OH:2][CH2:3][C:5]1[CH:33]=[CH:32][C:8]2[N:9]([CH2:12][CH2:13][CH2:14][CH2:15][N:16]3[CH2:17][CH2:18][N:19]([C:22]4[CH:31]=[CH:30][C:25]5[O:26][CH2:27][CH2:28][O:29][C:24]=5[CH:23]=4)[CH2:20][CH2:21]3)[CH:10]=[N:11][C:7]=2[CH:6]=1 |f:2.3.4.5.6.7,8.9|. Procedure: A solution of 4.4 g of 6-[4-(4-(5-methoxycarbonylbenzimidazol-1-yl)butyl)piperazino]-1,4-benzodioxane in 40 ml of THF is added dropwise with stirring in an N2 atmosphere at 20° to a suspension of 0.6 g of lithium aluminium hydride in 20 ml of THF. The mixture is stirred at 20° for 1 hour, decomposed with dilute sodium hydroxide solution and filtered, and the filtrate is worked up in the conventional manner and gives 6-[4-(4-(5-hydroxymethylbenzimidazol-1-yl)butyl)piperazino]-1,4-benzodioxane. The reactants are COc1ccc(C(Nc2nc(Cl)nc3c2ncn3C2CC(n3cc(C)cn3)C(O)C2O)c2ccc(OC)cc2)cc1, O=C(O)C(F)(F)F. Yields the product O=C(O)C(F)(F)F, Cc1cnn(C2CC(n3cnc4c(N)nc(Cl)nc43)C(O)C2O)c1. RXN SMILES: [CH3:1][O:2][c:3]1[cH:4][cH:5][c:6]([CH:7]([c:8]2[cH:9][cH:10][c:11]([O:12][CH3:13])[cH:14][cH:15]2)[NH:18][c:19]2[c:20]3[n:21][cH:22][n:23]([CH:29]4[CH:30]([OH:41])[CH:31]([OH:40])[CH:32]([n:34]5[n:35][cH:36][c:37]([CH3:39])[cH:38]5)[CH2:33]4)[c:24]3[n:25][c:26]([Cl:28])[n:27]2)[cH:16][cH:17]1.[F:42][C:43]([C:44](=[O:45])[OH:46])([F:47])[F:48]>>[F:42][C:43]([C:44](=[O:45])[OH:46])([F:47])[F:48].[NH2:18][c:19]1[c:20]2[n:21][cH:22][n:23]([CH:29]3[CH:30]([OH:41])[CH:31]([OH:40])[CH:32]([n:34]4[n:35][cH:36][c:37]([CH3:39])[cH:38]4)[CH2:33]3)[c:24]2[n:25][c:26]([Cl:28])[n:27]1.